This data is from the Open Reaction Database (ORD), a public repository of structured organic reaction records. The task is: describe an organic reaction: reactants, conditions, products, and yield Starting materials: Cc1ccc(S(=O)(=O)OCC2Cc3cc(F)cc(-c4c(C)cccc4C)c3O2)cc1, [N-]=[N+]=[N-], [Na+]. Product: Cc1cccc(C)c1-c1cc(F)cc2c1OC(CN=[N+]=[N-])C2. As a reaction SMILES: [CH3:1][c:2]1[cH:3][cH:4][c:5]([S:6]([O:7][CH2:12][CH:13]2[O:14][c:15]3[c:16]([cH:18][c:19]([F:30])[cH:20][c:21]3-[c:22]3[c:23]([CH3:29])[cH:24][cH:25][cH:26][c:27]3[CH3:28])[CH2:17]2)(=[O:8])=[O:9])[cH:10][cH:11]1.[N-:32]=[N+:33]=[N-:34].[Na+:31]>>[CH2:12]([CH:13]1[O:14][c:15]2[c:16]([cH:18][c:19]([F:30])[cH:20][c:21]2-[c:22]2[c:23]([CH3:29])[cH:24][cH:25][cH:26][c:27]2[CH3:28])[CH2:17]1)[N:32]=[N+:33]=[N-:34]. The reactants are COC=1C=C(C=CC1C)C=CC(=O)O (3-(3-Methoxy-4-methylphenyl)propenoic acid), ice water, S(=O)(Cl)Cl (thionyl chloride), [N-]=[N+]=[N-].[Na+] (sodium azide), O.O1CCOCC1 (water dioxane). Run in C1=CC=CC=C1 (benzene). Reaction conditions: time 1 hour. Product: COC=1C=C(C=CC1C)C=CN=C=O (2-(3-methoxy-4-methyl-phenyl)vinylisocyanate). As a reaction SMILES: [CH3:1][O:2][C:3]1[CH:4]=[C:5]([CH:10]=[CH:11]C(O)=O)[CH:6]=[CH:7][C:8]=1[CH3:9].S(Cl)(Cl)=O.[N-:19]=[N+]=[N-].[Na+].O.[O:24]1[CH2:29]COCC1>C1C=CC=CC=1>[CH3:1][O:2][C:3]1[CH:4]=[C:5]([CH:10]=[CH:11][N:19]=[C:29]=[O:24])[CH:6]=[CH:7][C:8]=1[CH3:9] |f:2.3,4.5|. Reported procedure: 3-(3-Methoxy-4-methylphenyl)propenoic acid (5.33 g, 27.7 mmol) (prepared according to the procedure described in J. Med. Chem. 1991, 34, 1662-1668) is suspended in benzene (30 mL) and treated dropwise with thionyl chloride (2.22 mL, 30.5 mmol) at 0° C. The reaction is heated to reflux and it is maintained for 1 hour. The volatiles are removed in vacuo and the resulting solid is dissolved in dioxane and added dropwise to a mixture of sodium azide (3.6 g, 55.4 mmol) in water/dioxane (30 mL, 1:5) a...